From a dataset of the Open Reaction Database (ORD), a public repository of structured organic reaction records. describe an organic reaction: reactants, conditions, products, and yield Reactants: C(C1=CC=CC=C1)(=O)Cl (benzoylchloride), NC1=CC=C(C=C1)CC(=O)O (4-aminobenzene acetic acid). Solvent: C(C)O (ethanol). The product is C(C1=CC=CC=C1)(=O)NC1=CC=C(C=C1)CC(=O)O (4-(Benzoylamino)benzeneacetic Acid). Isolated yield 52.0%. Reaction SMILES: [C:1](Cl)(=[O:8])[C:2]1[CH:7]=[CH:6][CH:5]=[CH:4][CH:3]=1.[NH2:10][C:11]1[CH:16]=[CH:15][C:14]([CH2:17][C:18]([OH:20])=[O:19])=[CH:13][CH:12]=1>C(O)C>[C:1]([NH:10][C:11]1[CH:12]=[CH:13][C:14]([CH2:17][C:18]([OH:20])=[O:19])=[CH:15][CH:16]=1)(=[O:8])[C:2]1[CH:7]=[CH:6][CH:5]=[CH:4][CH:3]=1. Procedure: Prepared analogously to Example 4a) from benzoylchloride and 4-aminobenzene acetic acid in a yield of 52% of theory. Colourless crystals, Mp. 207-208° C. (ethanol). The reactants are COc1nc(Cl)nc(Nc2ccc(-n3cnc(C)c3)c(OC)c2)n1, Oc1cccnc1Cl. Yields the product COc1nc(Nc2ccc(-n3cnc(C)c3)c(OC)c2)nc(Oc2cccnc2Cl)n1. Reaction SMILES: [Cl:1][c:2]1[n:3][c:4]([NH:10][c:11]2[cH:12][c:13]([O:23][CH3:24])[c:14](-[n:17]3[cH:18][n:19][c:20]([CH3:22])[cH:21]3)[cH:15][cH:16]2)[n:5][c:6]([O:8][CH3:9])[n:7]1.[Cl:25][c:26]1[n:27][cH:28][cH:29][cH:30][c:31]1[OH:32]>>[c:2]1([O:32][c:31]2[c:26]([Cl:25])[n:27][cH:28][cH:29][cH:30]2)[n:3][c:4]([NH:10][c:11]2[cH:12][c:13]([O:23][CH3:24])[c:14](-[n:17]3[cH:18][n:19][c:20]([CH3:22])[cH:21]3)[cH:15][cH:16]2)[n:5][c:6]([O:8][CH3:9])[n:7]1.